Task: describe an organic reaction: reactants, conditions, products, and yield. Dataset: the Open Reaction Database (ORD), a public repository of structured organic reaction records Reactants: CC(C)(C)OC(=O)N1CCN(CCNc2ncc3c(-c4ccnc(NCc5cccc(Cl)c5)n4)n[nH]c3n2)CC1, CCO, Cl. As a reaction SMILES: [C:1]([O:2][C:3](=[O:4])[N:8]1[CH2:9][CH2:10][N:11]([CH2:14][CH2:15][NH:16][c:17]2[n:18][cH:19][c:20]3[c:21]([n:22]2)[nH:23][n:24][c:25]3-[c:26]2[n:27][c:28]([NH:32][CH2:33][c:34]3[cH:35][c:36]([Cl:40])[cH:37][cH:38][cH:39]3)[n:29][cH:30][cH:31]2)[CH2:12][CH2:13]1)([CH3:5])([CH3:6])[CH3:7].[CH3:42][CH2:43][OH:44].[ClH:41]>>[NH:8]1[CH2:9][CH2:10][N:11]([CH2:14][CH2:15][NH:16][c:17]2[n:18][cH:19][c:20]3[c:21]([n:22]2)[nH:23][n:24][c:25]3-[c:26]2[n:27][c:28]([NH:32][CH2:33][c:34]3[cH:35][c:36]([Cl:40])[cH:37][cH:38][cH:39]3)[n:29][cH:30][cH:31]2)[CH2:12][CH2:13]1. The product is Clc1cccc(CNc2nccc(-c3n[nH]c4nc(NCCN5CCNCC5)ncc34)n2)c1. Starting materials: NC1=C2N=C(N(C2=NC(=N1)OCCOC)CC=1C=C(C=CC1)P(OCC)(O)=O)O (Ethyl hydrogen 3-((6-amino-8-hydroxy-2-(2-methoxyethoxy)-9H-purin-9-yl)methyl)phenylphosphonate), Br[Si](C)(C)C (Bromotrimethylsilane). Solvent: C(C)#N (acetonitrile). Run at time 8 hour. Product: NC1=C2N=C(N(C2=NC(=N1)OCCOC)CC=1C=C(C=CC1)P(O)(O)=O)O (3-((6-amino-8-hydroxy-2-(2-methoxyethoxy)-9H-purin-9-yl)methyl)phenylphosphonic acid). Yield: 16.1%. RXN SMILES: [NH2:1][C:2]1[N:10]=[C:9]([O:11][CH2:12][CH2:13][O:14][CH3:15])[N:8]=[C:7]2[C:3]=1[N:4]=[C:5]([OH:29])[N:6]2[CH2:16][C:17]1[CH:18]=[C:19]([P:23](=[O:28])([OH:27])[O:24]CC)[CH:20]=[CH:21][CH:22]=1.Br[Si](C)(C)C>C(#N)C>[NH2:1][C:2]1[N:10]=[C:9]([O:11][CH2:12][CH2:13][O:14][CH3:15])[N:8]=[C:7]2[C:3]=1[N:4]=[C:5]([OH:29])[N:6]2[CH2:16][C:17]1[CH:18]=[C:19]([P:23](=[O:24])([OH:28])[OH:27])[CH:20]=[CH:21][CH:22]=1. Procedure: Ethyl hydrogen 3-((6-amino-8-hydroxy-2-(2-methoxyethoxy)-9H-purin-9-yl)methyl)phenylphosphonate (K) (10 mg, 0.0236 mmol) was suspended in anhydrous acetonitrile (3 mL). Bromotrimethylsilane (0.2 mL) was added. After stirring at room temperature overnight, the mixture was concentrated under vacuum and treated with water (2 mL). Acetonitrile (1 mL) was added and the product was purified by preparative reverse phase HPLC, yielding 3-((6-amino-8-hydroxy-2-(2-methoxyethoxy)-9H-purin-9-yl)methyl)pheny... Reactants: C1CCOC1, CI, COc1ccc(C2CCC(CCCO)CC2)cc1, [H-], [Na+]. The product is COCCCC1CCC(c2ccc(OC)cc2)CC1. As a reaction SMILES: [CH2:23]1[O:24][CH2:25][CH2:26][CH2:27]1.[CH3:3][I:4].[CH3:5][O:6][c:7]1[cH:8][cH:9][c:10]([CH:13]2[CH2:14][CH2:15][CH:16]([CH2:19][CH2:20][CH2:21][OH:22])[CH2:17][CH2:18]2)[cH:11][cH:12]1.[H-:2].[Na+:1]>>[CH3:3][O:22][CH2:21][CH2:20][CH2:19][CH:16]1[CH2:15][CH2:14][CH:13]([c:10]2[cH:9][cH:8][c:7]([O:6][CH3:5])[cH:12][cH:11]2)[CH2:18][CH2:17]1. Starting materials: [BH4-], CC(C)(C)c1cc(-c2nc3n(c2C=O)CCS3)cc(C(C)(C)C)c1O, CC(=O)O, CCO, [Na+], O. Product: CC(C)(C)c1cc(-c2nc3n(c2CO)CCS3)cc(C(C)(C)C)c1O. Reaction SMILES: [BH4-:26].[C:1]([CH3:2])([CH3:3])([CH3:4])[c:5]1[cH:6][c:7](-[c:16]2[n:17][c:18]3[n:22]([c:23]2[CH:24]=[O:25])[CH2:21][CH2:20][S:19]3)[cH:8][c:9]([C:12]([CH3:13])([CH3:14])[CH3:15])[c:10]1[OH:11].[CH3:28][C:29](=[O:30])[OH:31].[CH3:33][CH2:34][OH:35].[Na+:27].[OH2:32]>>[C:1]([CH3:2])([CH3:3])([CH3:4])[c:5]1[cH:6][c:7](-[c:16]2[n:17][c:18]3[n:22]([c:23]2[CH2:24][OH:25])[CH2:21][CH2:20][S:19]3)[cH:8][c:9]([C:12]([CH3:13])([CH3:14])[CH3:15])[c:10]1[OH:11]. The reactants are C(C)OC(=O)C1OC2=C(O1)C=CC(=C2)CC(C)N(CC)C(=O)OC(C)(C)C (5-[2-(tert-butoxycarbonyl-ethyl-amino)-propyl]-benzo[1,3]dioxole-2-carboxylic Acid Ethyl Ester), O.[OH-].[Li+] (lithium hydroxide monohydrate). The solvent is CO (methanol), O (water). Run at time 18 hour. Yields the product C(C)(C)(C)OC(=O)N(C(CC1=CC2=C(OC(O2)C(=O)O)C=C1)C)CC (5-[2-(tert-Butoxycarbonyl-ethyl-amino)-propyl]-benzo[1,3]dioxole-2-carboxylic Acid). As a reaction SMILES: C([O:3][C:4]([CH:6]1[O:10][C:9]2[CH:11]=[CH:12][C:13]([CH2:15][CH:16]([N:18]([C:21]([O:23][C:24]([CH3:27])([CH3:26])[CH3:25])=[O:22])[CH2:19][CH3:20])[CH3:17])=[CH:14][C:8]=2[O:7]1)=[O:5])C.O.[OH-].[Li+]>CO.O>[C:24]([O:23][C:21]([N:18]([CH2:19][CH3:20])[CH:16]([CH3:17])[CH2:15][C:13]1[CH:12]=[CH:11][C:9]2[O:10][CH:6]([C:4]([OH:5])=[O:3])[O:7][C:8]=2[CH:14]=1)=[O:22])([CH3:26])([CH3:27])[CH3:25] |f:1.2.3|. Procedure details: To a solution of 50 mg (0.13 mmol) of 2D in 2 mL of 50% methanol in water was added 50 mg (1.19 mmol) of lithium hydroxide monohydrate. The mixture was allowed to stir at room temperature 18 hours and was concentrated under reduced pressure. To the residue was added 10 mL of water, and the pH was adjusted to 6 using phosphoric acid. The resulting aqueous solution was extracted with 2×25 mL of chloroform. The combined organic layers were dried (Na2SO4) and concentrated under reduced pressure to g...